The task is: describe an organic reaction: reactants, conditions, products, and yield. This data is from the Open Reaction Database (ORD), a public repository of structured organic reaction records. The reactants are FC1=C(N=CN1COCC[Si](C)(C)C)CN1CCCC2=CC=CC=C12 (1-[5-fluoro-1-(2-trimethylsilanyl-ethoxymethyl)-1H-imidazol-4-ylmethyl]-1,2,3,4-tetrahydroquinoline), [F-].C(CCC)[N+](CCCC)(CCCC)CCCC (tetra-n-butylammonium fluoride), C1CCCCC1 (cyclohexane). Run in O1CCCC1 (tetrahydrofuran). Run at temperature 60 celsius, time 20 minute. Yields the product FC1=C(N=CN1)CN1CCCC2=CC=CC=C12 (1-(5-fluoro-1H-imidazol-4-ylmethyl)-1,2,3,4-tetrahydro-quinoline). The yield is 48.6%. RXN SMILES: [F:1][C:2]1[N:6](COCC[Si](C)(C)C)[CH:5]=[N:4][C:3]=1[CH2:15][N:16]1[C:25]2[C:20](=[CH:21][CH:22]=[CH:23][CH:24]=2)[CH2:19][CH2:18][CH2:17]1.[F-].C([N+](CCCC)(CCCC)CCCC)CCC.C1CCCCC1>O1CCCC1>[F:1][C:2]1[NH:6][CH:5]=[N:4][C:3]=1[CH2:15][N:16]1[C:25]2[C:20](=[CH:21][CH:22]=[CH:23][CH:24]=2)[CH2:19][CH2:18][CH2:17]1 |f:1.2|. Procedure details: To a stirred solution of 1-[5-fluoro-1-(2-trimethylsilanyl-ethoxymethyl)-1H-imidazol-4-ylmethyl]-1,2,3,4-tetrahydroquinoline (103 mg) at room temperature in tetrahydrofuran (THF) (5 ml) under an argon atmosphere was added tetra-n-butylammonium fluoride (TBAF) (1.1 ml; 1 M solution in THF). The mixture was heated to 60° C. and stirring at that temperature was continued for 20 minutes, then the mixture was adsorbed directly on silica gel. The crude product was isolated by column chromatography (si... Reactants: CN1C(CCC1)=O (N-methylpyrrolidone), C(C=C)OC1=C(C(=O)OC)C=CC(=C1)NC(=O)C (methyl 2-allyloxy-4-acetaminobenzoate), CN1C(CCC1)=O (N-methylpyrrolidone), C(C=C)OC1=C(C(=O)OC)C=CC(=C1)NC(=O)C (methyl 2-allyloxy-4-acetaminobenzoate), O (water). Product: OC1=C(C(=O)OC)C=CC(=C1CC=C)NC(=O)C (Methyl 2-hydroxy3-allyl-4-acetaminobenzoate). Reaction SMILES: C([O:4][C:5]1[CH:14]=[C:13]([NH:15][C:16]([CH3:18])=[O:17])[CH:12]=[CH:11][C:6]=1[C:7]([O:9][CH3:10])=[O:8])C=C.O.CN1C[CH2:24][CH2:23][C:22]1=O>>[OH:4][C:5]1[C:14]([CH2:24][CH:23]=[CH2:22])=[C:13]([NH:15][C:16]([CH3:18])=[O:17])[CH:12]=[CH:11][C:6]=1[C:7]([O:9][CH3:10])=[O:8]. Reported procedure: 84 g of methyl 2-allyloxy-4-acetaminobenzoate and 84 g of N-methylpyrrolidone were introduced into a 500 ml round-bottomed flask. The contents were heated quickly to reflux which was then maintained for 30 minutes, and the solution was then cooled slightly and poured into water. Crystallation was immediate. The same operations were repeated with the same quantities of methyl 2-allyloxy-4-acetaminobenzoate and N-methylpyrrolidone and the products from the two trials were combined and cooled, drai... Starting materials: C1(CCC1)C=1N=C(SC1)CCC1=CC=2N(C(C(=C(N2)N2CCOCC2)C=O)=O)C=C1 (8-[2-(4-Cyclobutyl-1,3-thiazol-2-yl)ethyl]-2-morpholino-4-oxo-4H-pyrido[1,2-a]pyrimidin-3-carbaldehyde), C(=O)(OCC)CC=P(C1=CC=CC=C1)(C1=CC=CC=C1)C1=CC=CC=C1 ((carbethoxyethylidene)triphenylphosphorane). Solvent: C1(=CC=CC=C1)C (toluene). Run at temperature 130 celsius, time 4 day. Yields the product C1(CCC1)C=1N=C(SC1)CCC1=CC=2N(C(C(=C(N2)N2CCOCC2)/C=C(/C(=O)OCC)\C)=O)C=C1 (Ethyl (E)-3-{8-[2-(4-cyclobutyl-1,3-thiazol-2-yl)ethyl]-2-morpholino-4-oxo-4H-pyrido[1,2-a]pyrimidin-3-yl}-2-methyl-2-propenoate). Isolated yield 369.1%. Reaction SMILES: [CH:1]1([C:5]2[N:6]=[C:7]([CH2:10][CH2:11][C:12]3[CH:30]=[CH:29][N:15]4[C:16](=[O:28])[C:17]([CH:26]=O)=[C:18]([N:20]5[CH2:25][CH2:24][O:23][CH2:22][CH2:21]5)[N:19]=[C:14]4[CH:13]=3)[S:8][CH:9]=2)[CH2:4][CH2:3][CH2:2]1.[C:31]([CH2:36][CH:37]=P(C1C=CC=CC=1)(C1C=CC=CC=1)C1C=CC=CC=1)([O:33][CH2:34][CH3:35])=[O:32]>C1(C)C=CC=CC=1>[CH:1]1([C:5]2[N:6]=[C:7]([CH2:10][CH2:11][C:12]3[CH:30]=[CH:29][N:15]4[C:16](=[O:28])[C:17](/[CH:26]=[C:36](\[CH3:37])/[C:31]([O:33][CH2:34][CH3:35])=[O:32])=[C:18]([N:20]5[CH2:25][CH2:24][O:23][CH2:22][CH2:21]5)[N:19]=[C:14]4[CH:13]=3)[S:8][CH:9]=2)[CH2:2][CH2:3][CH2:4]1. Reported procedure: 8-[2-(4-Cyclobutyl-1,3-thiazol-2-yl)ethyl]-2-morpholino-4-oxo-4H-pyrido[1,2-a]pyrimidin-3-carbaldehyde (100 mg, 0.236 mmol) dissolved in toluene (2 ml) was added with (carbethoxyethylidene)triphenylphosphorane (102 mg, 0.283 mmol) and refluxed by heating at 130° C. Then the regent was added until the reaction was completed, and 7 equivalents of the regent was finally added. After the reaction mixture was stirred for 4 days, the solvent was evaporated under reduced pressure, and the resulting res... Reactants: CC1=CNC2=CN=CC=C21 (3-methyl-1H-pyrrolo[2,3-c]pyridine), CC(C)(C)[O-].[K+] (KOtBu), CN(C)C=O (DMF), O(C(=O)OC(C)(C)C)C(=O)OC(C)(C)C (BOC2O). Conditions: time 2 hour. The product is CC1=CN(C2=CN=CC=C21)N (3-methyl-pyrrolo[2,3-c]pyridin-1-yl amine). The yield is 35.0%. As a reaction SMILES: [CH3:1][C:2]1[C:10]2[C:5](=[CH:6][N:7]=[CH:8][CH:9]=2)[NH:4][CH:3]=1.CC([O-])(C)C.[K+].O(C(OC(C)(C)C)=O)C(OC(C)(C)C)=O.C[N:33](C=O)C>>[CH3:1][C:2]1[C:10]2[C:5](=[CH:6][N:7]=[CH:8][CH:9]=2)[N:4]([NH2:33])[CH:3]=1 |f:1.2|. Procedure: A mixture of 3-methyl-1H-pyrrolo[2,3-c]pyridine (1.21 g, 9.16 mmol), KOtBu (2.05 g, 18.3 mmol) in DMF (41 mL) is purged with N2 and stirred at rt for 2 h. Chloramine in ether (0.15 M, 92 mL) is added and the mixture is stirred for 20 min. The reaction is cooled to 00 C. and a solution of Na2S2O3 (5 g) in water (80 mL) is added. The mixture is stirred for 10 min, and then concentrated in vacuo. The residue is triturated in DCM and filtered. DCM is added, cooled to 0° C. and charged with BOC2O (54... Product: Brc1cnc2c(c1)CCN2. RXN SMILES: [Br:22][N:23]1[C:24]([CH3:25])([CH3:26])[C:27](=[O:28])[N:29]([Br:30])[C:31]1=[O:32].[CH2:33]([Cl:34])[Cl:35].[NH:1]1[CH2:2][CH2:3][c:4]2[cH:5][cH:6][cH:7][n:8][c:9]21.[OH2:10].[c:11]1([CH3:12])[cH:13][cH:14][c:15]([S:16]([OH:17])(=[O:18])=[O:19])[cH:20][cH:21]1>>[NH:1]1[CH2:2][CH2:3][c:4]2[cH:5][c:6]([Br:22])[cH:7][n:8][c:9]21. Starting materials: CC1(C)C(=O)N(Br)C(=O)N1Br, ClCCl, c1cnc2c(c1)CCN2, O, Cc1ccc(S(=O)(=O)O)cc1. Reactants: COC=1C=C(C=C(C1)OC)C1C(CC=CC1)=O (2-(3,5-dimethoxyphenyl)-4-cyclohexen-1-one), [H][H] (hydrogen). The reagents and catalysts are [Pd] (Pd/C). The solvent is C(C)O (ethanol). Yields the product COC=1C=C(C=C(C1)OC)C1C(CCCC1)=O (2-(3,5-Dimethoxyphenyl)Cyclohexanone). Reaction SMILES: [CH3:1][O:2][C:3]1[CH:4]=[C:5]([CH:11]2[CH2:16][CH:15]=[CH:14][CH2:13][C:12]2=[O:17])[CH:6]=[C:7]([O:9][CH3:10])[CH:8]=1.[H][H]>[Pd].C(O)C>[CH3:10][O:9][C:7]1[CH:6]=[C:5]([CH:11]2[CH2:16][CH2:15][CH2:14][CH2:13][C:12]2=[O:17])[CH:4]=[C:3]([O:2][CH3:1])[CH:8]=1. Reported procedure: A mixture of 23.6 g. 2-(3,5-dimethoxyphenyl)-4-cyclohexen-1-one, 300 ml. ethanol and 3 g. 10% Pd/C catalyst was hydrogenated at 40 psi (2.8 kg./cm.2). After hydrogen uptake ceased, the mixture was filtered, the filtrate evaporated in vacuo and the residue recrystallized from isopropyl ether to obtain 17 g. of product, M.P. 61°-62° C., lit. [J. Org. Chem., 27, 376 (1962)], M.P. 62.5°-63° C. Reactants: CO, Nc1c(Cl)ncnc1NCc1ccccn1, [H][H], O=[Ca], c1ccsc1. The product is Nc1cncnc1NCc1ccccn1. Reaction SMILES: [CH3:26][OH:27].[Cl:1][c:2]1[c:3]([NH2:16])[c:4]([NH:8][CH2:9][c:10]2[n:11][cH:12][cH:13][cH:14][cH:15]2)[n:5][cH:6][n:7]1.[H:24][H:25].[O:22]=[Ca:23].[cH:17]1[cH:18][s:19][cH:20][cH:21]1>>[cH:2]1[c:3]([NH2:16])[c:4]([NH:8][CH2:9][c:10]2[n:11][cH:12][cH:13][cH:14][cH:15]2)[n:5][cH:6][n:7]1. The reactants are O=C([O-])[O-], CC(C)(C)OC(=O)C(C#N)NC(=O)OCc1ccccc1, CC(C)=O, CC1CCC(C(C)C)C(OC(=O)CCl)C1, [I-], [K+], [K+], [K+]. The product is CC1CCC(C(C)C)C(OC(=O)CC(C#N)(NC(=O)OCc2ccccc2)C(=O)OC(C)(C)C)C1. RXN SMILES: [C:22](=[O:23])([O-:24])[O-:25].[CH2:1]([c:2]1[cH:3][cH:4][cH:5][cH:6][cH:7]1)[O:8][C:9](=[O:10])[NH:11][CH:12]([C:13](=[O:14])[O:15][C:16]([CH3:17])([CH3:18])[CH3:19])[C:20]#[N:21].[CH3:45][C:46](=[O:47])[CH3:48].[Cl:30][CH2:31][C:32](=[O:33])[O:34][CH:35]1[CH2:36][CH:37]([CH3:44])[CH2:38][CH2:39][CH:40]1[CH:41]([CH3:42])[CH3:43].[I-:29].[K+:26].[K+:27].[K+:28]>>[CH2:1]([c:2]1[cH:3][cH:4][cH:5][cH:6][cH:7]1)[O:8][C:9](=[O:10])[NH:11][C:12]([C:13](=[O:14])[O:15][C:16]([CH3:17])([CH3:18])[CH3:19])([C:20]#[N:21])[CH2:31][C:32](=[O:33])[O:34][CH:35]1[CH2:36][CH:37]([CH3:44])[CH2:38][CH2:39][CH:40]1[CH:41]([CH3:42])[CH3:43].